Task: describe an organic reaction: reactants, conditions, products, and yield. Dataset: the Open Reaction Database (ORD), a public repository of structured organic reaction records The reactants are CNC(C1=CC=C(C=C1)C(C)(C)C)=O (N-methyl-4-tert-butylbenzamide), [H-].[Al+3].[Li+].[H-].[H-].[H-] (lithium aluminum hydride), C(C)(C)(C)C1=CC=C(C(=O)O)C=C1 (p-tert-butylbenzoic acid), S(=O)(Cl)Cl (thionyl chloride), CNC(C1=CC=C(C=C1)C(C)(C)C)=O (N-methyl-4-tert-butylbenzamide), [H-].[Al+3].[Li+].[H-].[H-].[H-] (lithium aluminum hydride). Run in C(C)OCC (diethyl ether), C(Cl)(Cl)Cl (Chloroform), O (water). Conditions: time 48 hour. The product is C(C)(C)(C)C1=CC=C(CCN)C=C1 (N-(4-tert-butylbenzyl)methylamine). Yield: 74.9%. Reaction SMILES: [C:1]([C:5]1[CH:13]=[CH:12][C:8]([C:9](O)=O)=[CH:7][CH:6]=1)([CH3:4])([CH3:3])[CH3:2].S(Cl)(Cl)=O.[CH3:18][NH:19]C(=O)C1C=CC(C(C)(C)C)=CC=1.[H-].[Al+3].[Li+].[H-].[H-].[H-]>O.C(OCC)C.C(Cl)(Cl)Cl>[C:1]([C:5]1[CH:13]=[CH:12][C:8]([CH2:9][CH2:18][NH2:19])=[CH:7][CH:6]=1)([CH3:4])([CH3:3])[CH3:2] |f:3.4.5.6.7.8|. Reported procedure: Chloroform (100 ml), was mixed with 10.1 g (56.6 mmol), of p-tert-butylbenzoic acid and 20.2 g of thionyl chloride, and the mixture was refluxed for 5 hours. The solvent and excess thionyl chloride were distilled off under reduced pressure and the residue was dissolved in a small amount of methanol. The solution was dropped to 17 ml of a 40% methylamine-methanol solution cooled on an ice bath. After dropping, the solution was taken out of the ice bath and stirred at room temperature for 48 hours... Reactants: O (water), [Br-].[Br-].[Br-].[NH+]1=CC=CC=C1.[NH+]1=CC=CC=C1.[NH+]1=CC=CC=C1 (Pyridinium tribromide), N1=CC(=CC=C1)C1=C2C=CNC2=CC=C1 (4-pyridin-3-yl-1H-indole). Reagents/catalysts: [Zn] (zinc). Solvent: C(C)(=O)O (acetic acid), CC(C)(C)O (2-methyl-2-propanol), C(C)O (ethanol), C(C)(=O)O (acetic acid). Reaction conditions: time 2 hour. Product: N1=CC(=CC=C1)C1=C2CC(NC2=CC=C1)=O (4-pyridin-3-yl-1,3-dihydro-indol-2-one). Isolated yield 100.0%. RXN SMILES: [Br-].[Br-].[Br-].[NH+]1C=CC=CC=1.[NH+]1C=CC=CC=1.[NH+]1C=CC=CC=1.[N:22]1[CH:27]=[CH:26][CH:25]=[C:24]([C:28]2[CH:36]=[CH:35][CH:34]=[C:33]3[C:29]=2[CH:30]=[CH:31][NH:32]3)[CH:23]=1.[OH2:37]>CC(O)(C)C.C(O)C.C(O)(=O)C.[Zn]>[N:22]1[CH:27]=[CH:26][CH:25]=[C:24]([C:28]2[CH:36]=[CH:35][CH:34]=[C:33]3[C:29]=2[CH2:30][C:31](=[O:37])[NH:32]3)[CH:23]=1 |f:0.1.2.3.4.5|. Procedure details: Pyridinium tribromide (90% (Aldrich), 5.5 g, 15.3 mmol) was added portion-wise over 10 minutes to a suspension of 4-pyridin-3-yl-1H-indole (1 g, 5.1 mmol) in 2-methyl-2-propanol (30 mL), ethanol (20 mL) and acetic acid (10 mL). The mixture was stirred at room temperature for 2 hours and then acetic acid (50 mL) was added. After stirring for an additional hour, water (0.5 mL) and zinc dust (3.3 g, 51 mmol) were added and stirring was continued for another hour. Residual zinc dust was filtered and... Starting materials: O=C([O-])O, c1ccc(CN2CC3CC2CN3)cc1, CS(C)=O, Cl, Cl, CCOC(=O)c1ccc(F)cc1. Product: CCOC(=O)c1ccc(N2CC3CC2CN3Cc2ccccc2)cc1. Reaction SMILES: [C:29](=[O:30])([OH:31])[O-:32].[CH2:3]([c:4]1[cH:5][cH:6][cH:7][cH:8][cH:9]1)[N:10]1[CH:11]2[CH2:12][NH:13][CH:14]([CH2:15]1)[CH2:16]2.[CH3:33][S:34]([CH3:35])=[O:36].[ClH:1].[ClH:2].[F:17][c:18]1[cH:19][cH:20][c:21]([C:22](=[O:23])[O:24][CH2:25][CH3:26])[cH:27][cH:28]1>>[CH2:3]([c:4]1[cH:5][cH:6][cH:7][cH:8][cH:9]1)[N:10]1[CH:11]2[CH2:12][N:13]([c:18]3[cH:19][cH:20][c:21]([C:22](=[O:23])[O:24][CH2:25][CH3:26])[cH:27][cH:28]3)[CH:14]([CH2:15]1)[CH2:16]2. Reactants: S(O)(O)(=O)=O (sulfuric acid), C/C=1/CC\C=C(\CC[C@H]2[C@H](OC(C2=C)=O)/C1)/C(=O)O ((3aR,6Z,10E,11aR)-10-methyl-3-methylene-2-oxo-2,3,3a,4,5,8,9,11a-octahydrocyclodeca[b]furan-6-carboxylic Acid), CO (methanol). Solvent: [Cl-].[Na+].O (brine). Product: C/C=1/CC\C=C(\CC[C@H]2[C@H](OC(C2=C)=O)/C1)/C(=O)OC (methyl (3aR,6Z,10E,11aR)-10-methyl-3-methylene-2-oxo-2,3,3a,4,5,8,9,11a-octahydrocyclodeca[b]furan-6-carboxylate). The yield is 82.0%. Reaction SMILES: S(=O)(=O)(O)O.[CH3:6][C:7]1[CH2:8][CH2:9][CH:10]=[C:11]([C:22]([OH:24])=[O:23])[CH2:12][CH2:13][C@@H:14]2[C:18](=[CH2:19])[C:17](=[O:20])[O:16][C@@H:15]2[CH:21]=1.[CH3:25]O>[Cl-].[Na+].O>[CH3:6][C:7]1[CH2:8][CH2:9][CH:10]=[C:11]([C:22]([O:24][CH3:25])=[O:23])[CH2:12][CH2:13][C@@H:14]2[C:18](=[CH2:19])[C:17](=[O:20])[O:16][C@@H:15]2[CH:21]=1 |f:3.4.5|. Procedure details: Concentrated sulfuric acid (2 mL) was added slowly to a solution of the acid product of Example 1 (0.1 mmol) in 20 mL absolute methanol. The mixture was refluxed overnight, cooled to room temperature, and diluted with brine. The resultant solution was extracted with 3×20 mL CHCl3. The combined organic layers were washed with a saturated sodium bicarbonate solution and brine, dried over magnesium sulfate, and concentrated in vacuo. The residue was purified by column chromatography to provide the ... Reactants: NNC(=O)c1cccc(C(F)(F)F)c1, O=C(Cl)c1cccnc1Oc1ccccc1, c1ccncc1. Yields the product O=C(NNC(=O)c1cccnc1Oc1ccccc1)c1cccc(C(F)(F)F)c1. Reaction SMILES: [F:1][C:2]([c:3]1[cH:4][c:5]([C:6](=[O:7])[NH:8][NH2:9])[cH:10][cH:11][cH:12]1)([F:13])[F:14].[O:15]([c:16]1[cH:17][cH:18][cH:19][cH:20][cH:21]1)[c:22]1[n:23][cH:24][cH:25][cH:26][c:27]1[C:28](=[O:29])[Cl:30].[cH:31]1[cH:32][cH:33][n:34][cH:35][cH:36]1>>[F:1][C:2]([c:3]1[cH:4][c:5]([C:6](=[O:7])[NH:8][NH:9][C:28]([c:27]2[c:22]([O:15][c:16]3[cH:17][cH:18][cH:19][cH:20][cH:21]3)[n:23][cH:24][cH:25][cH:26]2)=[O:29])[cH:10][cH:11][cH:12]1)([F:13])[F:14]. The reactants are C(C)(C)(C)C1N(CCC(C1O)C1=CC=C(C=C1)CCC(=O)OCC)C(=O)O (tert-butyl (3RS,4RS)-4-[4-(2-ethoxycarbonyl-ethyl)-phenyl]-3-hydroxy-piperidine-1-carboxylic acid), BrCC1=CC2=CC=CC=C2C=C1 (2-bromomethylnaphthalene). Reaction SMILES: C([CH:5]1[CH:10]([OH:11])[CH:9]([C:12]2[CH:17]=[CH:16][C:15]([CH2:18][CH2:19][C:20]([O:22][CH2:23][CH3:24])=[O:21])=[CH:14][CH:13]=2)[CH2:8][CH2:7][N:6]1[C:25]([OH:27])=[O:26])(C)(C)C.Br[CH2:29][C:30]1[CH:39]=[CH:38][C:37]2[C:32](=[CH:33][CH:34]=[CH:35][CH:36]=2)[CH:31]=1>>[CH2:23]([O:22][C:20]([CH2:19][CH2:18][C:15]1[CH:16]=[CH:17][C:12]([CH:9]2[CH2:8][CH2:7][N:6]([C:25]([O:27][C:9]([CH3:12])([CH3:10])[CH3:8])=[O:26])[CH2:5][CH:10]2[O:11][CH2:29][C:30]2[CH:39]=[CH:38][C:37]3[C:32](=[CH:33][CH:34]=[CH:35][CH:36]=3)[CH:31]=2)=[CH:13][CH:14]=1)=[O:21])[CH3:24]. Procedure: Analogously to the procedure described in Example 22(i), by alkylating tert-butyl (3RS,4RS)-4-[4-(2-ethoxycarbonyl-ethyl)-phenyl]-3-hydroxy-piperidine-1-carboxylic acid with 2-bromomethylnaphthalene there was obtained tert-butyl (3RS,4RS)-4-[4-(2-ethoxycarbonyl-ethyl)-phenyl]-3-(naphthalen-2-ylmethoxy)-piperidine-1-carboxylate; MS: 518 (M+H)+. Yields the product C(C)OC(=O)CCC1=CC=C(C=C1)C1C(CN(CC1)C(=O)OC(C)(C)C)OCC1=CC2=CC=CC=C2C=C1 (tert-butyl (3RS,4RS)-4-[4-(2-ethoxycarbonyl-ethyl)-phenyl]-3-(naphthalen-2-ylmethoxy)-piperidine-1-carboxylate). The reactants are N1=CC(=CC(=C1)C(=O)OC)C(=O)OC (dimethyl pyridine-3,5-dicarboxylate), ice water, C(C)OCC (ethyl ether), [H-].[Al+3].[Li+].[H-].[H-].[H-] (lithium aluminium hydride). The solvent is O1CCCC1 (tetrahydrofuran). The product is OCC=1C=NC=C(C(=O)OC)C1 (methyl 5-hydroxymethylnicotinate). Isolated yield 26.0%. RXN SMILES: [N:1]1[CH:6]=[C:5]([C:7]([O:9][CH3:10])=[O:8])[CH:4]=[C:3]([C:11](OC)=[O:12])[CH:2]=1.[H-].[Al+3].[Li+].[H-].[H-].[H-].C(OCC)C>O1CCCC1>[OH:12][CH2:11][C:3]1[CH:2]=[N:1][CH:6]=[C:5]([CH:4]=1)[C:7]([O:9][CH3:10])=[O:8] |f:1.2.3.4.5.6|. Procedure: 1.67 g of dimethyl pyridine-3,5-dicarboxylate was dissolved in 30 ml of anhydrous tetrahydrofuran, and with stirring under ice cooling, 162 mg of lithium aluminium hydride was added. The mixture was stirred at this temperature for 30 minutes. The reaction mixture was poured into ice water, and ethyl ether was added to extract it. The extract was worked up in a customary manner to give crude methyl 5-hydroxymethylnicotinate. The crude product was dissolved in 20 ml of methylene chloride, and 2.2 ... Reactants: Br (hydrobromic acid), S(O)(O)(=O)=O (sulfuric acid), Br (hydrobromic acid), CC1=C(C(=CC(=C1)OCCCS(=O)(=O)C)C)C1=CC(=CC=C1)CO ([2′,6′-dimethyl-4′-[3-(methylsulfonyl)propoxy]-[1,1′-biphenyl]-3-yl]methanol). Solvent: O (water). Run at temperature 60 celsius, time 2.5 hour. The product is BrCC=1C=C(C=CC1)C1=C(C=C(C=C1C)OCCCS(=O)(=O)C)C (3′-(Bromomethyl)-2,6-Dimethyl-4-(3-(Methylsulfonyl)Propoxy)-1,1′-Biphenyl). Reaction SMILES: S(=O)(=O)(O)O.[BrH:6].[CH3:7][C:8]1[CH:13]=[C:12]([O:14][CH2:15][CH2:16][CH2:17][S:18]([CH3:21])(=[O:20])=[O:19])[CH:11]=[C:10]([CH3:22])[C:9]=1[C:23]1[CH:28]=[CH:27][CH:26]=[C:25]([CH2:29]O)[CH:24]=1>O>[Br:6][CH2:29][C:25]1[CH:24]=[C:23]([C:9]2[C:8]([CH3:7])=[CH:13][C:12]([O:14][CH2:15][CH2:16][CH2:17][S:18]([CH3:21])(=[O:20])=[O:19])=[CH:11][C:10]=2[CH3:22])[CH:28]=[CH:27][CH:26]=1. Procedure details: Concentrated sulfuric acid (1.4 g) was added dropwise to 48% hydrobromic acid (15 ml) at room temperature and [2′,6′-dimethyl-4′-[3-(methylsulfonyl)propoxy]-[1,1′-biphenyl]-3-yl]methanol (25 g) synthesized in accordance with the method described in [WO 2008/001931 pamphlet] was divided into five portions and added to the mixture. The reaction mixture was stirred at 60° C. for 2.5 hours and 48% hydrobromic acid (3.3 ml) was added to the mixture. The mixture was further stirred for 1 hour at the s...